From a dataset of the Open Reaction Database (ORD), a public repository of structured organic reaction records. describe an organic reaction: reactants, conditions, products, and yield Starting materials: NC(C(C)OC(=O)C1=CC=C(C=C1)C1=CC=CC=C1)=CC(=O)OC (biphenyl-4-carboxylic acid 2-amino-3-methoxycarbonyl-1-methyl-allyl ester), C(C)(=O)[O-].[NH4+] (ammonium acetate). Solvent: C(C)(=O)O (acetic acid). Run at time 1 hour. Product: COC(=O)CC(C(C)OC(=O)C1=CC=C(C=C1)C1=CC=CC=C1)=O (Biphenyl-4-carboxylic acid 3-methoxycarbonyl-1-methyl-2-oxo-propyl ester). The yield is 75.4%. As a reaction SMILES: N[C:2](=[CH:20][C:21]([O:23][CH3:24])=[O:22])[CH:3]([O:5][C:6]([C:8]1[CH:13]=[CH:12][C:11]([C:14]2[CH:19]=[CH:18][CH:17]=[CH:16][CH:15]=2)=[CH:10][CH:9]=1)=[O:7])[CH3:4].C([O-])(=[O:27])C.[NH4+]>C(O)(=O)C>[CH3:24][O:23][C:21]([CH2:20][C:2](=[O:27])[CH:3]([O:5][C:6]([C:8]1[CH:13]=[CH:12][C:11]([C:14]2[CH:19]=[CH:18][CH:17]=[CH:16][CH:15]=2)=[CH:10][CH:9]=1)=[O:7])[CH3:4])=[O:22] |f:1.2|. Procedure details: A mixture of biphenyl-4-carboxylic acid 2-amino-3-methoxycarbonyl-1-methyl-allyl ester (566 g, 1.74 mol, 1 eq) and ammonium acetate (283 g, 3.67 mol) in glacial acetic acid (11.3 L) was heated at reflux for 2 h, cooled, and concentrated. The residue was coevaporated with toluene (2×2.5 L) and EtOAc (2.5 L). The mixture was diluted with EtOAc (6.6 L) and transferred with EtOAc (2.2 L) to a bottom outlet separation flask. The mixture was washed twice with water (2.2 L), saturated aqueous NaHCO3 (1... The reactants are [Na+].[Na+].[Na+].NC=1C=C(C=C2C=C(C=C(C12)S(=O)(=O)[O-])S(=O)(=O)[O-])S(=O)(=O)[O-] (8-amino-1,3,6-naphthalenetrisulfonic acid trisodium salt), O.O.O.C(C)(=O)[O-].[Na+] (sodium acetate trihydrate), [N+](=O)([O-])C=1C=C(C=C(C(=O)Cl)C1)C(=O)Cl (5-nitroisophthaloyl chloride). Solvent: O (water). Reaction conditions: time 1 hour. The product is [Na+].[Na+].[Na+].[Na+].[Na+].[Na+].[N+](=O)([O-])C=1C=C(C=C(C1)C(=O)NC=1C=C(C=C2C=C(C=C(C12)S(=O)(=O)[O-])S(=O)(=O)[O-])S(=O)(=O)[O-])C(=O)NC=1C=C(C=C2C=C(C=C(C12)S(=O)(=O)[O-])S(=O)(=O)[O-])S(=O)(=O)[O-] (8,8'-[(5-nitro-1,3-phenylene)bis(carbonylimino)]-di-1,3,6-naphthalenetrisulfonic acid hexasodium salt). Isolated yield 252.0%. Reaction SMILES: [Na+:1].[Na+].[Na+].[NH2:4][C:5]1[CH:6]=[C:7]([S:23]([O-:26])(=[O:25])=[O:24])[CH:8]=[C:9]2[C:14]=1[C:13]([S:15]([O-:18])(=[O:17])=[O:16])=[CH:12][C:11]([S:19]([O-:22])(=[O:21])=[O:20])=[CH:10]2.[OH2:27].[OH2:28].[OH2:29].[C:30]([O-])(=O)[CH3:31].[Na+].[N+:35]([C:38]1[CH:39]=[C:40]([C:47](Cl)=[O:48])[CH:41]=[C:42]([CH:46]=1)[C:43](Cl)=[O:44])([O-:37])=[O:36]>O>[Na+:1].[Na+:1].[Na+:1].[Na+:1].[Na+:1].[Na+:1].[N+:35]([C:38]1[CH:39]=[C:40]([C:47]([NH:4][C:5]2[CH:6]=[C:7]([S:23]([O-:26])(=[O:24])=[O:25])[CH:8]=[C:31]3[C:30]=2[C:11]([S:19]([O-:29])(=[O:28])=[O:27])=[CH:12][C:13]([S:15]([O-:18])(=[O:16])=[O:17])=[CH:14]3)=[O:48])[CH:41]=[C:42]([C:43]([NH:4][C:5]2[CH:6]=[C:7]([S:23]([O-:26])(=[O:25])=[O:24])[CH:8]=[C:9]3[C:14]=2[C:13]([S:15]([O-:18])(=[O:17])=[O:16])=[CH:12][C:11]([S:19]([O-:22])(=[O:20])=[O:21])=[CH:10]3)=[O:44])[CH:46]=1)([O-:37])=[O:36] |f:0.1.2.3,4.5.6.7.8,11.12.13.14.15.16.17|. Reported procedure: To a solution of 13.75 g of 8-amino-1,3,6-naphthalenetrisulfonic acid trisodium salt and 4.6 g of sodium acetate trihydrate in 100 ml of water in a 500 ml baffle flask is added 4.10 g of powdered 5-nitroisophthaloyl chloride. The mixture is stirred vigorously at room temperature for one hour then is filtered through diatomaceous earth. The filtrate is concentrated to 50 ml, then warmed, acidified with 0.5 ml of concentrated hydrochloric acid and diluted with 50 ml of hot ethanol. The product is ... Procedure details: prepared by reaction of [1-(3,4-dimethoxy-benzyl)-7,8-dimethoxy-1,3,4,5-tetrahydro-benzo[c]azepin-2-yl]-phenyl-acetic acid with 3-ethoxypropylamine. Reaction SMILES: [CH3:1][O:2][C:3]1[CH:4]=[C:5]([CH:32]=[CH:33][C:34]=1[O:35][CH3:36])[CH2:6][CH:7]1[C:13]2[CH:14]=[C:15]([O:20][CH3:21])[C:16]([O:18][CH3:19])=[CH:17][C:12]=2[CH2:11][CH2:10][CH2:9][N:8]1[CH:22]([C:26]1[CH:31]=[CH:30][CH:29]=[CH:28][CH:27]=1)[C:23](O)=[O:24].[CH2:37]([O:39][CH2:40][CH2:41][CH2:42][NH2:43])[CH3:38]>>[CH3:1][O:2][C:3]1[CH:4]=[C:5]([CH:32]=[CH:33][C:34]=1[O:35][CH3:36])[CH2:6][CH:7]1[C:13]2[CH:14]=[C:15]([O:20][CH3:21])[C:16]([O:18][CH3:19])=[CH:17][C:12]=2[CH2:11][CH2:10][CH2:9][N:8]1[CH:22]([C:26]1[CH:31]=[CH:30][CH:29]=[CH:28][CH:27]=1)[C:23]([NH:43][CH2:42][CH2:41][CH2:40][O:39][CH2:37][CH3:38])=[O:24]. Yields the product COC=1C=C(CC2N(CCCC3=C2C=C(C(=C3)OC)OC)C(C(=O)NCCCOCC)C3=CC=CC=C3)C=CC1OC (2-[1-(3,4-Dimethoxy-benzyl)-7,8-dimethoxy-1,3,4,5-tetrahydro-benzo[c]azepin-2-yl]-N-(3-ethoxy-propyl)-2-phenyl-acetamide). Starting materials: COC=1C=C(CC2N(CCCC3=C2C=C(C(=C3)OC)OC)C(C(=O)O)C3=CC=CC=C3)C=CC1OC ([1-(3,4-dimethoxy-benzyl)-7,8-dimethoxy-1,3,4,5-tetrahydro-benzo[c]azepin-2-yl]-phenyl-acetic acid), C(C)OCCCN (3-ethoxypropylamine). Starting materials: O=C([O-])[O-], CCI, COC(=O)c1sc(C(F)(F)F)cc1O, [Cs+], [Cs+], CN(C)C=O. Product: CCOc1cc(C(F)(F)F)sc1C(=O)OC. RXN SMILES: [C:18](=[O:19])([O-:20])[O-:21].[CH2:15]([CH3:16])[I:17].[CH3:1][O:2][C:3](=[O:4])[c:5]1[s:6][c:7]([C:11]([F:12])([F:13])[F:14])[cH:8][c:9]1[OH:10].[Cs+:22].[Cs+:23].[O:24]=[CH:25][N:26]([CH3:27])[CH3:28]>>[CH3:1][O:2][C:3](=[O:4])[c:5]1[s:6][c:7]([C:11]([F:12])([F:13])[F:14])[cH:8][c:9]1[O:10][CH2:15][CH3:16]. The reactants are COCC=1N=C(SC1)NC(=O)C1=NC(=CC=C1N)C (3-Amino-6-methyl-pyridine-2-carboxylic acid (4-methoxymethyl-thiazol-2-yl)-amide), BrC=1C=NC=NC1 (5-Bromopyrimidine), BrC1=NC=CC=C1 (bromopyridine). Reagents/catalysts: [Pd] (Palladium). The product is COCC=1N=C(SC1)NC(=O)C1=NC(=CC=C1NC=1C=NC=NC1)C (6-Methyl-3-(pyrimidin-5-ylamino)-pyridine-2-carboxylic acid (4-methoxymethyl-thiazol-2-yl)-amide). Reaction SMILES: [CH3:1][O:2][CH2:3][C:4]1[N:5]=[C:6]([NH:9][C:10]([C:12]2[C:17]([NH2:18])=[CH:16][CH:15]=[C:14]([CH3:19])[N:13]=2)=[O:11])[S:7][CH:8]=1.Br[C:21]1[CH:22]=[N:23][CH:24]=[N:25][CH:26]=1.BrC1C=CC=CN=1>[Pd]>[CH3:1][O:2][CH2:3][C:4]1[N:5]=[C:6]([NH:9][C:10]([C:12]2[C:17]([NH:18][C:21]3[CH:22]=[N:23][CH:24]=[N:25][CH:26]=3)=[CH:16][CH:15]=[C:14]([CH3:19])[N:13]=2)=[O:11])[S:7][CH:8]=1. Reported procedure: The title compound was prepared from 3-tert-Butoxy-carbonylamino-6-methyl-pyridine-2-carboxylic acid methyl ester in accordance with the general method of example 4; step 2 using 4-Methoxymethyl-thiazol-2-ylamine (CAS: [640768-40-7]; WO 2004081001) instead of 2-chloro-4-aminopyridine to yield [2-(4-Methoxymethyl-thiazol-2-ylcarbamoyl)-6-methyl-pyridin-3-yl]-carbamic acid tert-butyl ester as an off-white gum, MS (ISP): m/e=379.4 (M+H+). Boc-deprotection as described in example 4 step 3 yielded 3-... Starting materials: C(CCC)[Li] (n-butyl lithium), [N+](=O)([O-])C1=CC=C(C=O)C=C1 (4-nitrobenzaldehyde). The solvent is O1CCCC1 (tetrahydrofuran), O1CCCC1 (tetrahydrofuran). Conditions: time 1 hour. Yields the product C(=CCCCCCCCC)C1=CC=C(C=C1)[N+](=O)[O-] (4-(1-decenyl)nitrobenzene). Reaction SMILES: [CH2:1]([Li])[CH2:2][CH2:3][CH3:4].[N+:6]([C:9]1[CH:16]=[CH:15][C:12]([CH:13]=O)=[CH:11][CH:10]=1)([O-:8])=[O:7]>O1CCCC1>[CH:13]([C:12]1[CH:15]=[CH:16][C:9]([N+:6]([O-:8])=[O:7])=[CH:10][CH:11]=1)=[CH:4][CH2:3][CH2:2][CH2:1][CH2:11][CH2:10][CH2:9][CH2:16][CH3:15]. Procedure details: phosphonium salt (141 g) obtained from n-nonyl bromide (115 ml) and triphenylphosphine (78.5 g) was dissolved in dry tetrahydrofuran (500 ml) and thereto was dropwise added n-butyl lithium (372 ml, 1.6M hexane solution) over not less than 1 hour at 0° C. After the dropwise addition, the reaction mixture was stirred at said temperature for 30 minutes and at room temperature for 1 hour. A solution of 4-nitrobenzaldehyde (45.3 g) in tetrahydrofuran (150 ml) was dropwise added thereto at 0° C. over ... As a reaction SMILES: C([O:3][C:4](=[O:12])[C:5]([C:7]1[S:8][CH:9]=[CH:10][CH:11]=1)=[O:6])C.[OH-].[Na+].[OH-].[K+].Cl>C(O)(=O)C.O1CCOCC1.O1CCCC1.CO>[S:8]1[CH:9]=[CH:10][CH:11]=[C:7]1[C:5](=[O:6])[C:4]([OH:12])=[O:3] |f:1.2,3.4|. Procedure details: The thiophenyl oxo-acetic acid ethyl ester VII, VIIa or VIIb may be subjected to hydrolysis to provide the corresponding thiophenyl oxo-acetic acid IV, IVa or IVb. The hydrolysis may be carried out under either acidic or basic conditions. Basic hydrolysis can typically be carried out by treating a solution of a thiophenyl oxo-acetic acid ethyl ester such as VII, VIIa or VIIb (1.0 equivalent) in an aqueous mixture of an appropriate solvent such as methanol, tetrahydrofuran or 1,4-dioxane with a s... Run in O1CCOCC1 (1,4-dioxane), O1CCCC1 (tetrahydrofuran), CO (methanol), C(C)(=O)O (acetic acid). Yields the product S1C(=CC=C1)C(C(=O)O)=O (thiophenyl oxo-acetic acid). Reactants: [OH-].[Na+] (sodium hydroxide), [OH-].[K+] (potassium hydroxide), Cl (hydrochloric acid), C(C)OC(C(=O)C=1SC=CC1)=O (thiophenyl oxo-acetic acid ethyl ester), C(C)OC(C(=O)C=1SC=CC1)=O (thiophenyl oxo-acetic acid ethyl ester). Starting materials: ClC1=C(C=CC=C1)C(C)=O (o-chloroacetophenone), COC(N(C)C)OC (dimethylformamide dimethylacetal), [Si]([O-])([O-])([O-])[O-].[Mg+2].[Mg+2] (magnesium silicate). Run in C(Cl)Cl (methylene chloride). Product: ClC1=C(C=CC=C1)C(C=CN(C)C)=O (2'-Chloro-3-dimethylaminoacrylophenone). As a reaction SMILES: [Cl:1][C:2]1[CH:7]=[CH:6][CH:5]=[CH:4][C:3]=1[C:8](=[O:10])[CH3:9].CO[CH:13](OC)[N:14]([CH3:16])[CH3:15].[Si]([O-])([O-])([O-])[O-].[Mg+2].[Mg+2]>C(Cl)Cl>[Cl:1][C:2]1[CH:7]=[CH:6][CH:5]=[CH:4][C:3]=1[C:8](=[O:10])[CH:9]=[CH:13][N:14]([CH3:16])[CH3:15] |f:2.3.4|. Procedure details: A mixture of 25 g. of o-chloroacetophenone and 25 ml. of dimethylformamide dimethylacetal is refluxed for 16 hours. Evaporation gives a thick red-brown oil which is dissolved in methylene chloride and this solution passed through a hydrous magnesium silicate column. Evaporation of solvent gives an oil which is then purified by bulb to bulb distillation. The reactants are O=C([O-])[O-], Cc1oc(-c2ccccc2)nc1CCl, [K+], [K+], CN(C)C=O, COC(=O)c1ccc(O)cc1. The product is COC(=O)c1ccc(OCc2nc(-c3ccccc3)oc2C)cc1. As a reaction SMILES: [C:26](=[O:27])([O-:28])[O-:29].[Cl:1][CH2:2][c:3]1[n:4][c:5](-[c:9]2[cH:10][cH:11][cH:12][cH:13][cH:14]2)[o:6][c:7]1[CH3:8].[K+:30].[K+:31].[O:32]=[CH:33][N:34]([CH3:35])[CH3:36].[OH:15][c:16]1[cH:17][cH:18][c:19]([C:20](=[O:21])[O:22][CH3:23])[cH:24][cH:25]1>>[CH2:2]([c:3]1[n:4][c:5](-[c:9]2[cH:10][cH:11][cH:12][cH:13][cH:14]2)[o:6][c:7]1[CH3:8])[O:15][c:16]1[cH:17][cH:18][c:19]([C:20](=[O:21])[O:22][CH3:23])[cH:24][cH:25]1. Starting materials: methyl ester, FC(S(=O)(=O)O)(F)F (trifluoromethanesulfonic acid), CN(CCN(C)C)C (tetramethylethylenediamine), BrC1=C2C[C@H]3N(C[C@H](C=C3C=3C=CC=C(N1[Si](C)(C)C(C)(C)C)C32)NC(N(CC)CC)=O)C (3-[2-bromo-1-(tert-butyldimethylsilyl)-9,10-didehydro-6-methyl-8α-ergolinyl]-1,1-diethylurea), C[Si](N[Si](C)(C)C)(C)C (hexamethyldisilazane), C(CCC)[Li].CCCCCC (butyllithium hexane), C(C)(C)(C)[Li] (tert-butyllithium). Solvent: O (water), C1(=CC=CC=C1)C (toluene), C1(=CC=CC=C1)C (toluene). Run at temperature 0 celsius, time 15 minute. Product: [Si](C)(C)(C(C)(C)C)N1C(=C2C[C@H]3N(C[C@H](C=C3C=3C=CC=C1C32)NC(N(CC)CC)=O)C)C (3-[1-(tert-butyldimethylsilyl)-9,10-didehydro-2,6-dimethyl-8α-ergolinyl]-1,1-diethylurea). The yield is 27.4%. RXN SMILES: [CH3:1][Si](C)(C)N[Si](C)(C)C.C([Li])CCC.CCCCCC.Br[C:22]1[N:36]([Si:37]([C:40]([CH3:43])([CH3:42])[CH3:41])([CH3:39])[CH3:38])[C:35]2[C:44]3[C:23]=1[CH2:24][C@@H:25]1[C:30]([C:31]=3[CH:32]=[CH:33][CH:34]=2)=[CH:29][C@H:28]([NH:45][C:46](=[O:52])[N:47]([CH2:50][CH3:51])[CH2:48][CH3:49])[CH2:27][N:26]1[CH3:53].CN(C)CCN(C)C.C([Li])(C)(C)C.FC(F)(F)S(O)(=O)=O>O.C1(C)C=CC=CC=1>[Si:37]([N:36]1[C:35]2[C:44]3[C:23]([CH2:24][C@@H:25]4[C:30]([C:31]=3[CH:32]=[CH:33][CH:34]=2)=[CH:29][C@H:28]([NH:45][C:46](=[O:52])[N:47]([CH2:50][CH3:51])[CH2:48][CH3:49])[CH2:27][N:26]4[CH3:53])=[C:22]1[CH3:1])([C:40]([CH3:43])([CH3:42])[CH3:41])([CH3:39])[CH3:38] |f:1.2|. Reported procedure: Under argon, 0.3 ml (1.5 mmol) of distilled hexamethyldisilazane is added to 4 ml of absolute, freshly distilled toluene, and the mixture is cooled to 0° C. Then 0.85 ml (1.4 mmol) of 15% butyllithium/hexane is added dropwise and the mixture is stirred for 15 minutes at 0° C. To this mixture is added 531 mg (1 mmol) of 3-[2-bromo-1-(tert-butyldimethylsilyl)-9,10-didehydro-6-methyl-8α-ergolinyl]-1,1-diethylurea in 50 ml of absolute, freshly distilled toluene and agitation is continued for another...